From a dataset of the Open Reaction Database (ORD), a public repository of structured organic reaction records. describe an organic reaction: reactants, conditions, products, and yield The reactants are C1(=CC=CC2=CC=CC=C12)C=1N=C(N(C1C=O)CC1=CC=C(C=C1)C1=C(C=CC=C1)C1=NN=NN1C(C1=CC=CC=C1)(C1=CC=CC=C1)C1=CC=CC=C1)CCC (4-(Naphth-1-yl)-2-n-propyl-1-[(2'-(N-triphenylmethyl-(1H-tetrazol-5-yl))biphenyl-4-yl)methyl]imidazole-5-carboxaldehyde), Cl (HCl), ice. Run in C1CCOC1 (THF). Conditions: time 8 hour. The product is C1(=CC=CC2=CC=CC=C12)C=1N=C(N(C1C=O)CC1=CC=C(C=C1)C1=C(C=CC=C1)C1=NN=NN1)CCC (4-(naphth-1-yl)-2-n-propyl-1-[(2'-(1H-tetrazol-5-yl)biphenyl-4-yl)methyl]imidazole-5-carboxaldehyde). Yield: 50.5%. RXN SMILES: [C:1]1([C:11]2[N:12]=[C:13]([CH2:55][CH2:56][CH3:57])[N:14]([CH2:18][C:19]3[CH:24]=[CH:23][C:22]([C:25]4[CH:30]=[CH:29][CH:28]=[CH:27][C:26]=4[C:31]4[N:35](C(C5C=CC=CC=5)(C5C=CC=CC=5)C5C=CC=CC=5)[N:34]=[N:33][N:32]=4)=[CH:21][CH:20]=3)[C:15]=2[CH:16]=[O:17])[C:10]2[C:5](=[CH:6][CH:7]=[CH:8][CH:9]=2)[CH:4]=[CH:3][CH:2]=1.Cl>C1COCC1>[C:1]1([C:11]2[N:12]=[C:13]([CH2:55][CH2:56][CH3:57])[N:14]([CH2:18][C:19]3[CH:20]=[CH:21][C:22]([C:25]4[CH:30]=[CH:29][CH:28]=[CH:27][C:26]=4[C:31]4[NH:35][N:34]=[N:33][N:32]=4)=[CH:23][CH:24]=3)[C:15]=2[CH:16]=[O:17])[C:10]2[C:5](=[CH:6][CH:7]=[CH:8][CH:9]=2)[CH:4]=[CH:3][CH:2]=1. Procedure details: 4-(Naphth-1-yl)-2-n-propyl-1-[(2'-(N-triphenylmethyl-(1H-tetrazol-5-yl))biphenyl-4-yl)methyl]imidazole-5-carboxaldehyde (1.50 g), THF (80 mL), and 10% HCl were stirred at room temperature. After 8 hr, the mixture was poured into ice/5% NaOH and the pH was adjusted to 10. The resultant solids were filtered and the pH of the filtrate was adjusted to 4-5 with 10% HCl. The turbide solution was extracted with 80/20 methylene chloride/i-propanol (3×100 mL), the organic phase was dried over sodium sulf...